This data is from the Open Reaction Database (ORD), a public repository of structured organic reaction records. The task is: describe an organic reaction: reactants, conditions, products, and yield The reactants are OC1=CC=2CC3N(C2C=C1)CCC3CC(=O)OC(C)(C)C (tert-Butyl 2-(7-hydroxy-2,3,9,9a-tetrahydro-1H-pyrrolo[1,2-a]indol-1-yl)acetate). Reagents/catalysts: [Pd] (Pd/C). The solvent is C1(=CC=CC=C1)C (toluene). Run at temperature 80 celsius, time 2 day. Product: OC1=CC=2C=C3N(C2C=C1)CCC3CC(=O)OC(C)(C)C (tert-Butyl 2-(7-Hydroxy-2,3-dihydro-1H-pyrrolo[1,2-a]indol-1-yl)acetate). Isolated yield 42.0%. As a reaction SMILES: [OH:1][C:2]1[CH:10]=[CH:9][C:8]2[N:7]3[CH2:11][CH2:12][CH:13]([CH2:14][C:15]([O:17][C:18]([CH3:21])([CH3:20])[CH3:19])=[O:16])[CH:6]3[CH2:5][C:4]=2[CH:3]=1>C1(C)C=CC=CC=1.[Pd]>[OH:1][C:2]1[CH:10]=[CH:9][C:8]2[N:7]3[CH2:11][CH2:12][CH:13]([CH2:14][C:15]([O:17][C:18]([CH3:21])([CH3:20])[CH3:19])=[O:16])[C:6]3=[CH:5][C:4]=2[CH:3]=1. Procedure: tert-Butyl-2-(7-(benzyloxy)-2,3-dihydro-1H-pyrrolo[1,2-a]indol-1-ylidene)acetate (1.391 g, 3.70 mmol) was dissolved in THF (25 mL) and 10% palladium on carbon (50% in water, 217 mg) was added. The reaction mixture was placed under 225 psi of hydrogen in a hydrogenation reactor for 24 h. The mixture was filtered and the filtrate was concentrated under reduced pressure to provide tert-butyl 2-(7-(benzyloxy)-2,3-dihydro-1H-pyrrolo[1,2-a]indol-1-yl)acetate. The above material was taken up in a mixtu... Reactants: N1[C@@H](CCCC1)C(=O)O ((S)(−)-2-piperidinecarboxylic acid), S(=O)(Cl)Cl (thionyl chloride), C(C)O (ethanol). Product: Cl.C(C)OC(=O)[C@H]1NCCCC1 ((S)-(−)-2-piperidinecarboxylic acid ethyl ester hydrochloride). Isolated yield 35.0%. Reaction SMILES: [NH:1]1[CH2:6][CH2:5][CH2:4][CH2:3][C@H:2]1[C:7]([OH:9])=[O:8].S(Cl)([Cl:12])=O.[CH2:14](O)[CH3:15]>>[ClH:12].[CH2:14]([O:8][C:7]([C@@H:2]1[CH2:3][CH2:4][CH2:5][CH2:6][NH:1]1)=[O:9])[CH3:15] |f:3.4|. Procedure details: Crude (S)(−)-2-piperidinecarboxylic acid (19.5 g, prepared as described in example 26) was suspended in ethanol (250 ml), and thionyl chloride (40 ml, 0.46 mol) was added dropwise. After addition was complete, the suspension was heated at reflux temperature for 2 h. The mixture was filtered hot, and the filtrate was cooled to room temperature. Filtration and evaporation in vacuo afforded an oil, which was crystallised by rubbing. Ethanol (10 ml) was added, followed by slow addition of diethyl et... The reactants are O=c1[nH]nc(Cl)cc1Br, C[Si](C)(C)CCOCCl, [H-], [Na+], CN(C)C=O. Yields the product C[Si](C)(C)CCOCn1nc(Cl)cc(Br)c1=O. Reaction SMILES: [Br:1][c:2]1[c:3](=[O:9])[nH:4][n:5][c:6]([Cl:8])[cH:7]1.[CH3:12][Si:13]([CH2:14][CH2:15][O:16][CH2:17][Cl:18])([CH3:19])[CH3:20].[H-:10].[Na+:11].[O:21]=[CH:22][N:23]([CH3:24])[CH3:25]>>[Br:1][c:2]1[c:3](=[O:9])[n:4]([CH2:17][O:16][CH2:15][CH2:14][Si:13]([CH3:12])([CH3:19])[CH3:20])[n:5][c:6]([Cl:8])[cH:7]1. The reactants are COc1cc2c(cc1Br)C(C(C)C)=CCC2(C)C, CCS, Cl, [H-], [Na+], CN(C)C=O, O. Yields the product CC(C)C1=CCC(C)(C)c2cc(O)c(Br)cc21. RXN SMILES: [Br:6][c:7]1[cH:8][c:9]2[c:14]([cH:15][c:16]1[O:17][CH3:18])[C:13]([CH3:19])([CH3:20])[CH2:12][CH:11]=[C:10]2[CH:21]([CH3:22])[CH3:23].[CH2:3]([SH:4])[CH3:5].[ClH:24].[H-:1].[Na+:2].[O:25]=[CH:26][N:27]([CH3:28])[CH3:29].[OH2:30]>>[Br:6][c:7]1[cH:8][c:9]2[c:14]([cH:15][c:16]1[OH:17])[C:13]([CH3:19])([CH3:20])[CH2:12][CH:11]=[C:10]2[CH:21]([CH3:22])[CH3:23]. Starting materials: O1CCOCC1 (1,4-dioxane), C(=O)([O-])[O-].[Na+].[Na+] (Na2CO3), BrC1=C/C(/OC1(C)C)=C/1\C(NC2=CC(=C(C=C12)F)F)=O ((3E)-3-(4-bromo-5,5-dimethylfuran-2(5H)-ylidene)-5,6-difluoro-1,3-dihydro-2H-indol-2-one), COC(=O)C1=CC=C(C=C1)B(O)O (4-methoxycarbonylphenylboronic acid). Reagents/catalysts: Cl[Pd]([P](C1=CC=CC=C1)(C2=CC=CC=C2)C3=CC=CC=C3)([P](C4=CC=CC=C4)(C5=CC=CC=C5)C6=CC=CC=C6)Cl (PdCl2(PPh3)2). Solvent: O (water). Conditions: temperature 86 celsius. The product is FC=1C=C2/C(/C(NC2=CC1F)=O)=C\1/C=C(C(O1)(C)C)C1=CC=C(C(=O)OC)C=C1 (methyl 4-[(5E)-5-(5,6-difluoro-2-oxo-1,2-dihydro-3H-indol-3-ylidene)-2,2-dimethyl-2,5-dihydrofuran-3-yl]benzoate). Reaction SMILES: O1CCOCC1.Br[C:8]1[C:12]([CH3:14])([CH3:13])[O:11]/[C:10](=[C:15]2/[C:16](=[O:26])[NH:17][C:18]3[C:23]/2=[CH:22][C:21]([F:24])=[C:20]([F:25])[CH:19]=3)/[CH:9]=1.[CH3:27][O:28][C:29]([C:31]1[CH:36]=[CH:35][C:34](B(O)O)=[CH:33][CH:32]=1)=[O:30].C([O-])([O-])=O.[Na+].[Na+]>Cl[Pd](Cl)([P](C1C=CC=CC=1)(C1C=CC=CC=1)C1C=CC=CC=1)[P](C1C=CC=CC=1)(C1C=CC=CC=1)C1C=CC=CC=1.O>[F:24][C:21]1[CH:22]=[C:23]2[C:18](=[CH:19][C:20]=1[F:25])[NH:17][C:16](=[O:26])/[C:15]/2=[C:10]1\[CH:9]=[C:8]([C:34]2[CH:35]=[CH:36][C:31]([C:29]([O:28][CH3:27])=[O:30])=[CH:32][CH:33]=2)[C:12]([CH3:14])([CH3:13])[O:11]\1 |f:3.4.5,^1:48,67|. Reported procedure: To 10 mL of 1,4-dioxane, was added the following reagents: (3E)-3-(4-bromo-5,5-dimethylfuran-2(5H)-ylidene)-5,6-difluoro-1,3-dihydro-2H-indol-2-one (250 mg, 0.73 mmol), 4-methoxycarbonylphenylboronic acid (158 mg, 0.88 mmol), PdCl2(PPh3)2 (25 mg, 0.036 mmol), 2M Na2CO3 aqueous solution (1.5 mL, 3.0 mmol). The mixture was heated at 86° C. under N2 for 2 hours, cooled to room temperature and poured into 100 mL of water. The brown precipitates were filtered, washed with water and dried to give the ... Reactants: BrCC(=O)C1(CC1)C (2-bromo-1-(1-methylcyclopropyl)ethan-1-one), COC=1C=C(N)C=CC1C (3-methoxy-4-methylaniline), Cl (hydrochloric acid). Solvent: C(C)O (ethanol), C(C)O (ethanol). Yields the product COC1=C(C=C2C=C(NC2=C1)C1(CC1)C)C (6-Methoxy-5-methyl-2-(1-methylcyclopropyl)-1H-indole). Yield: 54.6%. Reaction SMILES: [CH3:1][O:2][C:3]1[CH:4]=[C:5]([CH:7]=[CH:8][C:9]=1[CH3:10])[NH2:6].Br[CH2:12][C:13]([C:15]1([CH3:18])[CH2:17][CH2:16]1)=O.Cl>C(O)C>[CH3:1][O:2][C:3]1[CH:4]=[C:5]2[C:7]([CH:12]=[C:13]([C:15]3([CH3:18])[CH2:17][CH2:16]3)[NH:6]2)=[CH:8][C:9]=1[CH3:10]. Reported procedure: A solution of 3-methoxy-4-methylaniline (2.26 g) in ethanol (7 mL) was heated under reflux while stirring. To the solution was added slowly a solution of 2-bromo-1-(1-methylcyclopropyl)ethan-1-one (885 mg) in ethanol (3 mL), and this mixture was heated under reflux for 3 hours while stirring. The reaction mixture was left to be cooled. To the reaction mixture was added 1 mol/L hydrochloric acid, followed by extraction with ethyl acetate. The organic layer was washed with 1 mol/L hydrochloric aci... Reactants: O=C(n1ccnc1)n1ccnc1, C1CCNCC1, COc1ccc(-c2nc3cccnc3n2CC(=O)O)cc1, C1CCOC1. The product is COc1ccc(-c2nc3cccnc3n2CC(=O)N2CCCCC2)cc1. As a reaction SMILES: [C:22]([n:23]1[cH:24][cH:25][n:26][cH:27]1)([n:28]1[cH:29][cH:30][n:31][cH:32]1)=[O:33].[CH2:34]1[CH2:35][CH2:36][NH:37][CH2:38][CH2:39]1.[CH3:1][O:2][c:3]1[cH:4][cH:5][c:6](-[c:9]2[n:10][c:11]3[c:12]([n:13][cH:14][cH:15][cH:16]3)[n:17]2[CH2:18][C:19](=[O:20])[OH:21])[cH:7][cH:8]1.[O:40]1[CH2:41][CH2:42][CH2:43][CH2:44]1>>[CH3:1][O:2][c:3]1[cH:4][cH:5][c:6](-[c:9]2[n:10][c:11]3[c:12]([n:13][cH:14][cH:15][cH:16]3)[n:17]2[CH2:18][C:19](=[O:21])[N:37]2[CH2:36][CH2:35][CH2:34][CH2:39][CH2:38]2)[cH:7][cH:8]1. Starting materials: CCN=C=NCCCN(C)C, Cl, O=C(O)Cc1ccc([N+](=O)[O-])cc1, COc1ccc(-c2[nH]c3ccccc3c2CCN)cc1OC, On1nnc2ccccc21. The product is COc1ccc(-c2[nH]c3ccccc3c2CCNCCc2ccc([N+](=O)[O-])cc2)cc1OC. As a reaction SMILES: [CH3:25][N:26]([CH3:27])[CH2:28][CH2:29][CH2:30][N:31]=[C:32]=[N:33][CH2:34][CH3:35].[ClH:24].[N+:1](=[O:2])([O-:3])[c:4]1[cH:5][cH:6][c:7]([CH2:10][C:11]([OH:12])=[O:13])[cH:8][cH:9]1.[NH2:36][CH2:37][CH2:38][c:39]1[c:40](-[c:48]2[cH:49][c:50]([O:56][CH3:57])[c:51]([O:54][CH3:55])[cH:52][cH:53]2)[nH:41][c:42]2[cH:43][cH:44][cH:45][cH:46][c:47]12.[OH:14][n:15]1[c:16]2[cH:17][cH:18][cH:19][cH:20][c:21]2[n:22][n:23]1>>[N+:1](=[O:2])([O-:3])[c:4]1[cH:5][cH:6][c:7]([CH2:10][CH2:11][NH:36][CH2:37][CH2:38][c:39]2[c:40](-[c:48]3[cH:49][c:50]([O:56][CH3:57])[c:51]([O:54][CH3:55])[cH:52][cH:53]3)[nH:41][c:42]3[cH:43][cH:44][cH:45][cH:46][c:47]23)[cH:8][cH:9]1. The reactants are CC(CCCCCCCCCCCCCC)O (2-hexadecanol), CCC(CCCCCCCCCCCCC)O (3-hexadecanol), CCCC(CCCCCCCCCCCC)O (4-hexadecanol). The product is CCCCCCC(CCCCCCC)O (7-tetradecanol). As a reaction SMILES: [CH3:1][CH:2](O)[CH2:3][CH2:4][CH2:5][CH2:6][CH2:7][CH2:8][CH2:9][CH2:10][CH2:11][CH2:12][CH2:13][CH2:14]CC.CCC([OH:34])CCCCCCCCCCCCC.CCCC(O)CCCCCCCCCCCC>>[CH3:1][CH2:2][CH2:3][CH2:4][CH2:5][CH2:6][CH:7]([OH:34])[CH2:8][CH2:9][CH2:10][CH2:11][CH2:12][CH2:13][CH3:14]. Procedure: 2-hexadecanol; 3-hexadecanol; 4-hexadecanol; Procedure details: 5,6-Dimethoxy-1-(1-trityl-4-imidazolyl)methyl-1H-indazole-3-methanol (180.0 g) was ground into a powder form using a mortar and suspended in dichloromethane (1,700 ml) at room temperature. After suspension, the reaction solution was stirred with cooling in an ice bath. To this was added dropwise 48.6 ml of thionyl chloride spending 5 minutes. It was observed 1 minute thereafter that the spot of the material almost disappeared on a thin layer chromatography (chloroform/ethanol=30/1). The reaction... As a reaction SMILES: [CH3:1][O:2][C:3]1[CH:4]=[C:5]2[C:9](=[CH:10][C:11]=1[O:12][CH3:13])[N:8]([CH2:14][C:15]1[N:16]=[CH:17][N:18]([C:20]([C:33]3[CH:38]=[CH:37][CH:36]=[CH:35][CH:34]=3)([C:27]3[CH:32]=[CH:31][CH:30]=[CH:29][CH:28]=3)[C:21]3[CH:26]=[CH:25][CH:24]=[CH:23][CH:22]=3)[CH:19]=1)[N:7]=[C:6]2[CH2:39]O.S(Cl)([Cl:43])=O.C(Cl)(Cl)Cl.C(O)C.C(=O)(O)[O-].[Na+]>ClCCl>[Cl:43][CH2:39][C:6]1[C:5]2[C:9](=[CH:10][C:11]([O:12][CH3:13])=[C:3]([O:2][CH3:1])[CH:4]=2)[N:8]([CH2:14][C:15]2[N:16]=[CH:17][N:18]([C:20]([C:33]3[CH:38]=[CH:37][CH:36]=[CH:35][CH:34]=3)([C:27]3[CH:32]=[CH:31][CH:30]=[CH:29][CH:28]=3)[C:21]3[CH:26]=[CH:25][CH:24]=[CH:23][CH:22]=3)[CH:19]=2)[N:7]=1 |f:2.3,4.5|. Run at time 1 minute. Reactants: COC=1C=C2C(=NN(C2=CC1OC)CC=1N=CN(C1)C(C1=CC=CC=C1)(C1=CC=CC=C1)C1=CC=CC=C1)CO (5,6-Dimethoxy-1-(1-trityl-4-imidazolyl)methyl-1H-indazole-3-methanol), C([O-])(O)=O.[Na+] (sodium bicarbonate), S(=O)(Cl)Cl (thionyl chloride), C(Cl)(Cl)Cl.C(C)O (chloroform ethanol). The product is ClCC1=NN(C2=CC(=C(C=C12)OC)OC)CC=1N=CN(C1)C(C1=CC=CC=C1)(C1=CC=CC=C1)C1=CC=CC=C1 (3-Chloromethyl-5,6-dimethoxy-1-(1-trityl-4-imidazolyl)methyl-1H-indazole). Run in ClCCl (dichloromethane).